Dataset: the Open Reaction Database (ORD), a public repository of structured organic reaction records. Task: describe an organic reaction: reactants, conditions, products, and yield Reactants: C(C)(=O)OCCCl (Chloroethyl acetate), C(C=1C(O)=CC=CC1)(=O)OC (methyl salicylate), C(=O)([O-])[O-].[K+].[K+] (K2CO3). The solvent is CN(C)C=O (DMF). Conditions: temperature 70 celsius. Yields the product C(C)OC(COC1=C(C(=O)OC)C=CC=C1)=O (Methyl 2-(2-ethoxy-2-oxoethoxy)benzoate). Isolated yield 91.0%. Reaction SMILES: [C:1]([O:4][CH2:5][CH2:6]Cl)(=[O:3])[CH3:2].[C:8]([O:17][CH3:18])(=[O:16])[C:9]1[C:10](=[CH:12][CH:13]=[CH:14][CH:15]=1)[OH:11].C([O-])([O-])=O.[K+].[K+]>CN(C=O)C>[CH2:5]([O:4][C:1](=[O:3])[CH2:2][O:11][C:10]1[CH:12]=[CH:13][CH:14]=[CH:15][C:9]=1[C:8]([O:17][CH3:18])=[O:16])[CH3:6] |f:2.3.4|. Procedure details: Chloroethyl acetate was slowly added to a mixture of methyl salicylate (100 g, 0.657 mol) and K2CO3 (100 g, 0.723 mol) in DMF (400 mL) at ambient temperature (20-30° C.). The reaction mixture was heated at 65-75° C. for 12-18 h. The progress of the reaction was monitored by HPLC analysis. Upon completion of reaction, the inorganics were filtered off and washed with DMF. DMF was recovered from the filtrate to obtain the product meeting the desired specifications. Yield—91-95%. Starting materials: COC(=O)c1sc(-c2ccccc2)cc1NC1CCSCC1, CC1CCC(C(=O)Cl)CC1. The product is COC(=O)c1sc(-c2ccccc2)cc1N(C(=O)C1CCC(C)CC1)C1CCSCC1. As a reaction SMILES: [CH3:1][O:2][C:3](=[O:4])[c:5]1[s:6][c:7](-[c:17]2[cH:18][cH:19][cH:20][cH:21][cH:22]2)[cH:8][c:9]1[NH:10][CH:11]1[CH2:12][CH2:13][S:14][CH2:15][CH2:16]1.[CH3:23][CH:24]1[CH2:25][CH2:26][CH:27]([C:30](=[O:31])[Cl:32])[CH2:28][CH2:29]1>>[CH3:1][O:2][C:3](=[O:4])[c:5]1[s:6][c:7](-[c:17]2[cH:18][cH:19][cH:20][cH:21][cH:22]2)[cH:8][c:9]1[N:10]([CH:11]1[CH2:12][CH2:13][S:14][CH2:15][CH2:16]1)[C:30]([CH:27]1[CH2:26][CH2:25][CH:24]([CH3:23])[CH2:29][CH2:28]1)=[O:31]. The reactants are CCOC(C)=O, NC1CC1, CCN(C(C)C)C(C)C, O=C(Cl)c1ccc(CCl)cc1, ClCCl. Product: O=C(NC1CC1)c1ccc(CCl)cc1. As a reaction SMILES: [CH3:25][CH2:26][O:27][C:28](=[O:29])[CH3:30].[CH:12]1([NH2:15])[CH2:13][CH2:14]1.[CH:16]([N:17]([CH2:18][CH3:19])[CH:20]([CH3:21])[CH3:22])([CH3:23])[CH3:24].[Cl:1][CH2:2][c:3]1[cH:4][cH:5][c:6]([C:7](=[O:8])[Cl:9])[cH:10][cH:11]1.[Cl:31][CH2:32][Cl:33]>>[Cl:1][CH2:2][c:3]1[cH:4][cH:5][c:6]([C:7](=[O:8])[NH:15][CH:12]2[CH2:13][CH2:14]2)[cH:10][cH:11]1. Starting materials: C1CCOC1, O=C(Cl)c1csnc1-c1cccc(C(F)(F)F)c1, N. The product is NC(=O)c1csnc1-c1cccc(C(F)(F)F)c1. Reaction SMILES: [CH2:20]1[O:21][CH2:22][CH2:23][CH2:24]1.[F:1][C:2]([c:3]1[cH:4][c:5](-[c:9]2[n:10][s:11][cH:12][c:13]2[C:14](=[O:15])[Cl:16])[cH:6][cH:7][cH:8]1)([F:17])[F:18].[NH3:19]>>[F:1][C:2]([c:3]1[cH:4][c:5](-[c:9]2[n:10][s:11][cH:12][c:13]2[C:14](=[O:15])[NH2:19])[cH:6][cH:7][cH:8]1)([F:17])[F:18].